From a dataset of the Open Reaction Database (ORD), a public repository of structured organic reaction records. describe an organic reaction: reactants, conditions, products, and yield Reaction conditions: time 2 day. Run in C1CCOC1 (THF). The product is C(C)(C)(C)OC(=O)N1C=C(C2=CC=C(C=C12)CCCCCCCC)CC(CO)(CO)NC(C)=O (3-(2-Acetylamino-3-hydroxy-2-hydroxymethyl-propyl)-6-octyl-indole-1-carboxylic acid tert-butyl ester). Reported procedure: Compound 28 (2.50 g, 4.75 mmol) is added to a solution of LiBH4 (0.525 g, 23.8 mmol) in THF (20 mL) at room temperature under inert atmosphere. The reaction is stirred for 2 days, then quenched with water (5.0 mL) and then extracted with methylene chloride (2 and 25 mL). The combined organic layers are dried over MgSO4 and concentrated in vacuo. The residue is purified using silica gel chromatography with methanol (5%)-methylene chloride (95%) to give compound 29. Reactants: COC(C(C(=O)OC)(CC1=CN(C2=CC(=CC=C12)CCCCCCCC)C(=O)OC(C)(C)C)NC(C)=O)=O (2-Acetylamino-2-(1-tert-butoxycarbonyl-6-octyl-1H-indol-3-ylmethyl)-malonic acid dimethyl ester), [Li+].[BH4-] (LiBH4). As a reaction SMILES: C[O:2][C:3](=O)[C:4]([NH:34][C:35](=[O:37])[CH3:36])([CH2:9][C:10]1[C:18]2[C:13](=[CH:14][C:15]([CH2:19][CH2:20][CH2:21][CH2:22][CH2:23][CH2:24][CH2:25][CH3:26])=[CH:16][CH:17]=2)[N:12]([C:27]([O:29][C:30]([CH3:33])([CH3:32])[CH3:31])=[O:28])[CH:11]=1)[C:5](OC)=[O:6].[Li+].[BH4-]>C1COCC1>[C:30]([O:29][C:27]([N:12]1[C:13]2[C:18](=[CH:17][CH:16]=[C:15]([CH2:19][CH2:20][CH2:21][CH2:22][CH2:23][CH2:24][CH2:25][CH3:26])[CH:14]=2)[C:10]([CH2:9][C:4]([NH:34][C:35](=[O:37])[CH3:36])([CH2:3][OH:2])[CH2:5][OH:6])=[CH:11]1)=[O:28])([CH3:31])([CH3:32])[CH3:33] |f:1.2|.